The task is: describe an organic reaction: reactants, conditions, products, and yield. This data is from the Open Reaction Database (ORD), a public repository of structured organic reaction records. Starting materials: C1(CC1)S(=O)(=O)C1=CC=C(C=C1)C(C(=O)O)OC1CCOCC1 (2-(4-cyclopropylsulfonylphenyl)-2-tetrahydropyran-4-yloxy-acetic acid), NC=1SC=CN1 (2-aminothiazole), C=1C=CC2=C(C1)N=NN2O (HOBt), CCN=C=NCCCN(C)C.Cl (EDCl), CN1CCOCC1 (N-methyl morpholine). Solvent: O (water), C(Cl)Cl (methylene chloride), C(Cl)Cl (methylene chloride). Reaction conditions: time 8 hour. Yields the product C1(CC1)S(=O)(=O)C1=CC=C(C=C1)C(C(=O)NC=1SC=CN1)OC1CCOCC1 (2-(4-Cyclopropylsulfonylphenyl)-2-tetrahydropyran-4-yloxy-N-thiazol-2-yl-acetamide). Yield: 48.2%. RXN SMILES: [CH:1]1([S:4]([C:7]2[CH:12]=[CH:11][C:10]([CH:13]([O:17][CH:18]3[CH2:23][CH2:22][O:21][CH2:20][CH2:19]3)[C:14](O)=[O:15])=[CH:9][CH:8]=2)(=[O:6])=[O:5])[CH2:3][CH2:2]1.[NH2:24][C:25]1[S:26][CH:27]=[CH:28][N:29]=1.C1C=CC2N(O)N=NC=2C=1.CCN=C=NCCCN(C)C.Cl.CN1CCOCC1>C(Cl)Cl.O>[CH:1]1([S:4]([C:7]2[CH:8]=[CH:9][C:10]([CH:13]([O:17][CH:18]3[CH2:19][CH2:20][O:21][CH2:22][CH2:23]3)[C:14]([NH:24][C:25]3[S:26][CH:27]=[CH:28][N:29]=3)=[O:15])=[CH:11][CH:12]=2)(=[O:6])=[O:5])[CH2:3][CH2:2]1 |f:3.4|. Procedure: To a mixture of 2-(4-cyclopropylsulfonylphenyl)-2-tetrahydropyran-4-yloxy-acetic acid (preparation 4; 0.2 g, 0.58 mmol), 2-aminothiazole (0.070 g, 0.70 mmol), HOBt (0.095 g), and EDCl (0.134 g, 0.70 mmol) in methylene chloride (6 mL), was added N-methyl morpholine (0.08 mL, 0.70 mmol). The resulting mixture was stirred at room temperature overnight followed by dilution with methylene chloride. The reaction mixture was poured into water; organic layer was washed with water, brine, dried over sodi...